Dataset: the Open Reaction Database (ORD), a public repository of structured organic reaction records. Task: describe an organic reaction: reactants, conditions, products, and yield Starting materials: OB1OC(C2=C1C=C(C=C2C)O)CC(=O)OCC (ethyl 2-(1,6-dihydroxy-4-methyl-1,3-dihydrobenzo[c][1,2]oxaborol-3-yl)acetate), C(=O)([O-])[O-].[K+].[K+] (K2CO3), ClCC(=O)NC (2-chloro-N-methylacetamide). Run in CN(C)C=O (DMF). Reaction conditions: time 8 hour. The product is OB1OC(C2=C1C=C(C=C2C)OCC(=O)NC)CC(=O)OCC (Ethyl 2-(1-hydroxy-4-methyl-6-(2-(methylamino)-2-oxoethoxy)-1,3-dihydrobenzo[c][1,2]oxaborol-3-yl)acetate). Isolated yield 31.1%. Reaction SMILES: [OH:1][B:2]1[C:6]2[CH:7]=[C:8]([OH:12])[CH:9]=[C:10]([CH3:11])[C:5]=2[CH:4]([CH2:13][C:14]([O:16][CH2:17][CH3:18])=[O:15])[O:3]1.C([O-])([O-])=O.[K+].[K+].Cl[CH2:26][C:27]([NH:29][CH3:30])=[O:28]>CN(C=O)C>[OH:1][B:2]1[C:6]2[CH:7]=[C:8]([O:12][CH2:26][C:27]([NH:29][CH3:30])=[O:28])[CH:9]=[C:10]([CH3:11])[C:5]=2[CH:4]([CH2:13][C:14]([O:16][CH2:17][CH3:18])=[O:15])[O:3]1 |f:1.2.3|. Procedure details: To a solution of ethyl 2-(1,6-dihydroxy-4-methyl-1,3-dihydrobenzo[c][1,2]oxaborol-3-yl)acetate (200 mg, 0.8 mmol) in anhydrous DMF (4 mL) was added K2CO3 (165 mg, 1.2 mmol), KI (199.2 mg, 1.2 mmol) and 2-chloro-N-methylacetamide (128.4 mg, 1.2 mmol) at rt. After stirring at room temperature overnight, the resulting mixture was quenched by adding water. The resulting mixture was extract with EtOAc. The extract was washed with brine, dried and concentrated to dryness. The residue was purified by r... Reactants: C1(=CCCCC1)N1CCOCC1 (N-(1-cyclohexen-1-yl)morpholine), C(C)(C)OC(C)C (isopropyl ether), C1=CC(=C(C=C1/C=C/[N+](=O)[O-])Cl)Cl (3,4-dichloro-ω-nitrostyrene), Cl (hydrochloric acid). Run in C(Cl)Cl (methylene chloride), C(Cl)Cl (methylene chloride). Product: ClC=1C=C([C@H](C[N+](=O)[O-])C2C(CCCC2)=O)C=CC1Cl (rac-(2S*)-2-[(R*)-3,4-dichloro-α-(nitromethyl)benzyl]cyclohexanone). Reaction SMILES: [CH:1]1[C:6](/[CH:7]=[CH:8]/[N+:9]([O-:11])=[O:10])=[CH:5][C:4]([Cl:12])=[C:3]([Cl:13])[CH:2]=1.[C:14]1(N2CCOCC2)[CH2:19][CH2:18][CH2:17][CH2:16][CH:15]=1.Cl.C([O:30]C(C)C)(C)C>C(Cl)Cl>[Cl:12][C:4]1[CH:5]=[C:6]([CH:1]=[CH:2][C:3]=1[Cl:13])[C@@H:7]([CH:15]1[CH2:16][CH2:17][CH2:18][CH2:19][C:14]1=[O:30])[CH2:8][N+:9]([O-:11])=[O:10]. Procedure details: A solution of 52.3 g (0.24 mol) of 3,4-dichloro-ω-nitrostyrene in 500 ml of methylene chloride is added while stirring and cooling within about 45 minutes to a solution of 40.1 g (0.24 mol) of N-(1-cyclohexen-1-yl)morpholine in 400 ml of methylene chloride under nitrogen so that the temperature does not exceed 0°. The mixture is subsequently stirred at 0° for a further 3 hours. 420 ml of 1N hydrochloric acid are added rapidly while stirring intensively, whereupon the mixture is stirred for a fur... Yields the product CCCCC(Oc1ccc(C(=O)NCCC(=O)O)cc1)c1ccc(-c2ccc(C(F)(F)F)cn2)cc1. Reactants: C1CCOC1, CCCCC(Oc1ccc(C(=O)NCCC(=O)OC)cc1)c1ccc(-c2ccc(C(F)(F)F)cn2)cc1, Cl, [Na+], [OH-]. Reaction SMILES: [CH2:41]1[O:42][CH2:43][CH2:44][CH2:45]1.[CH3:1][O:2][C:3]([CH2:4][CH2:5][NH:6][C:7]([c:8]1[cH:9][cH:10][c:11]([O:14][CH:15]([CH2:16][CH2:17][CH2:18][CH3:19])[c:20]2[cH:21][cH:22][c:23](-[c:26]3[n:27][cH:28][c:29]([C:32]([F:33])([F:34])[F:35])[cH:30][cH:31]3)[cH:24][cH:25]2)[cH:12][cH:13]1)=[O:36])=[O:37].[ClH:40].[Na+:39].[OH-:38]>>[O:2]=[C:3]([CH2:4][CH2:5][NH:6][C:7]([c:8]1[cH:9][cH:10][c:11]([O:14][CH:15]([CH2:16][CH2:17][CH2:18][CH3:19])[c:20]2[cH:21][cH:22][c:23](-[c:26]3[n:27][cH:28][c:29]([C:32]([F:33])([F:34])[F:35])[cH:30][cH:31]3)[cH:24][cH:25]2)[cH:12][cH:13]1)=[O:36])[OH:37]. Reactants: NCCC1CCC=2C=CC=3OCC(NC3C12)=O (9-(2-aminoethyl)-1,7,8,9-tetrahydroindeno[5,4-b][1,4] oxazin-2(3H)-one), Cl.C(C)N=C=NCCCN(C)C (1-Ethyl-3-(3-dimethylaminopropyl)carbodiimide hydrochloride), O.ON1N=NC2=C1C=CC=C2 (1-hydroxybenzotriazole monohydrate), C(CC)(=O)O (propionic acid). Solvent: CN(C=O)C (N,N-dimethylformamide), CN(C=O)C (N,N-dimethylformamide), O (water). Run at time 1 hour. Product: O=C1NC2=C(OC1)C=CC=1CCC(C12)CCNC(CC)=O (N-[2-(1,2,3,7,8,9-hexahydro-2-oxoindeno[5,4-b][1,4]oxazin-9-yl)ethyl]propionamide). Isolated yield 67.5%. Reaction SMILES: Cl.C(N=C=NCCCN(C)C)C.O.ON1C2C=CC=CC=2N=N1.[C:24]([OH:28])(=O)[CH2:25][CH3:26].[NH2:29][CH2:30][CH2:31][CH:32]1[C:44]2[C:43]3[NH:42][C:41](=[O:45])[CH2:40][O:39][C:38]=3[CH:37]=[CH:36][C:35]=2[CH2:34][CH2:33]1>CN(C)C=O.O>[O:45]=[C:41]1[CH2:40][O:39][C:38]2[CH:37]=[CH:36][C:35]3[CH2:34][CH2:33][CH:32]([CH2:31][CH2:30][NH:29][C:24](=[O:28])[CH2:25][CH3:26])[C:44]=3[C:43]=2[NH:42]1 |f:0.1,2.3|. Procedure: 1-Ethyl-3-(3-dimethylaminopropyl)carbodiimide hydrochloride (372.0 mg, 1.9 mmol.) and 1-hydroxybenzotriazole monohydrate (257 mg, 1.9 mmol.) were suspended in N,N-dimethylformamide (2.5 mL). To the suspension was added, under ice-cooling, propionic acid (0.11 mL, 1.4 mmol.). This reaction mixture was stirred for one hour at room temperature, and, then, cooled again with ice, to which was added dropwise a solution of 9-(2-aminoethyl)-1,7,8,9-tetrahydroindeno[5,4-b][1,4] oxazin-2(3H)-one (300 mg, ... The reactants are ClC1=C(C(=CC=C1)Cl)NS(=O)(=O)C1=NN2C(C(=NC=C2Br)Cl)=N1 (N-(2,6-dichlorophenyl)-5-bromo-8-chloro[1,2,4]triazolo[1,5-a]-pyrazine-2-sulfonamide), CO (methanol), solution, C[O-].[Na+] (sodium methoxide). Run in C(C)#N (acetonitrile). Conditions: temperature 40 celsius, time 24 hour. The product is ClC1=C(C(=CC=C1)Cl)NS(=O)(=O)C1=NN2C(C(=NC=C2OC)OC)=N1 (N-(2,6-Dichlorophenyl)-5,8-dimethoxy-[1,2,4]triazolo[1,5-a]pyrazine-2-sulfonamide). RXN SMILES: [Cl:1][C:2]1[CH:7]=[CH:6][CH:5]=[C:4]([Cl:8])[C:3]=1[NH:9][S:10]([C:13]1[N:23]=[C:16]2[C:17](Cl)=[N:18][CH:19]=[C:20](Br)[N:15]2[N:14]=1)(=[O:12])=[O:11].[CH3:24][O-:25].[Na+].[CH3:27][OH:28]>C(#N)C>[Cl:1][C:2]1[CH:7]=[CH:6][CH:5]=[C:4]([Cl:8])[C:3]=1[NH:9][S:10]([C:13]1[N:23]=[C:16]2[C:17]([O:28][CH3:27])=[N:18][CH:19]=[C:20]([O:25][CH3:24])[N:15]2[N:14]=1)(=[O:12])=[O:11] |f:1.2|. Reported procedure: A solution of 0.42 g (0.92 mmol) of N-(2,6-dichlorophenyl)-5-bromo-8-chloro[1,2,4]triazolo[1,5-a]-pyrazine-2-sulfonamide in 30 mL of dry acetonitrile was combined with 2.8 mL (5.6 mmol) of a 2M solution of sodium methoxide in methanol and the mixture was warmed to 40° C. under a nitrogen atmosphere with stirring. After 24 hours, the reaction was quenched with 1 mL of glacial acetic acid and the solvent was removed under reduced pressure. The residue was extracted portionwise with up to 100mL of ... Product: Cc1ccc2cccnc2c1C#N. The reactants are Cc1ccc2cccnc2c1Br, [C-]#N, [C-]#N, CN1CCCC1=O, [Zn+2], c1ccc(P(c2ccccc2)(c2ccccc2)[Pd](P(c2ccccc2)(c2ccccc2)c2ccccc2)(P(c2ccccc2)(c2ccccc2)c2ccccc2)P(c2ccccc2)(c2ccccc2)c2ccccc2)cc1. RXN SMILES: [Br:1][c:2]1[c:3]([CH3:12])[cH:4][cH:5][c:6]2[cH:7][cH:8][cH:9][n:10][c:11]12.[C-:20]#[N:21].[C-:23]#[N:24].[CH3:13][N:14]1[CH2:15][CH2:16][CH2:17][C:18]1=[O:19].[Zn+2:22].[cH:25]1[cH:26][cH:27][c:28]([P:29]([Pd:30]([P:31]([c:32]2[cH:33][cH:34][cH:35][cH:36][cH:37]2)([c:38]2[cH:39][cH:40][cH:41][cH:42][cH:43]2)[c:44]2[cH:45][cH:46][cH:47][cH:48][cH:49]2)([P:50]([c:51]2[cH:52][cH:53][cH:54][cH:55][cH:56]2)([c:57]2[cH:58][cH:59][cH:60][cH:61][cH:62]2)[c:63]2[cH:64][cH:65][cH:66][cH:67][cH:68]2)[P:69]([c:70]2[cH:71][cH:72][cH:73][cH:74][cH:75]2)([c:76]2[cH:77][cH:78][cH:79][cH:80][cH:81]2)[c:82]2[cH:83][cH:84][cH:85][cH:86][cH:87]2)([c:88]2[cH:89][cH:90][cH:91][cH:92][cH:93]2)[c:94]2[cH:95][cH:96][cH:97][cH:98][cH:99]2)[cH:100][cH:101]1>>[c:2]1([C:13]#[N:14])[c:3]([CH3:12])[cH:4][cH:5][c:6]2[cH:7][cH:8][cH:9][n:10][c:11]12. The reactants are [H][H] (hydrogen), C(C1=CC=CC=C1)N1C[C@H]2C(NC=3C(=CC=CC3[C@@H]2C1)C(F)(F)F)=O ((±)-trans-2-benzyl-6-(trifluoromethyl)-1,2,3,3a-tetrahydro-5H-pyrrolo[3,4-c]quinolin-4(9bH)-one), Cl (HCl), solution. Solvent: CO (methanol), CCOCC (ether). Yields the product Cl.FC(C1=CC=CC=2[C@H]3[C@H](C(NC12)=O)CNC3)(F)F ((±)-trans-6-(Trifluoromethyl)-1,2,3,3a-tetrahydro-5H-pyrrolo[3,4-c]quinolin-4(9bH)-one hydrochloride). Yield: 60.0%. Reaction SMILES: C([N:8]1[CH2:20][C@@H:19]2[C@H:10]([C:11](=[O:25])[NH:12][C:13]3[C:14]([C:21]([F:24])([F:23])[F:22])=[CH:15][CH:16]=[CH:17][C:18]=32)[CH2:9]1)C1C=CC=CC=1.[ClH:26].[H][H]>CO.CCOCC.[Pd]>[ClH:26].[F:24][C:21]([F:22])([F:23])[C:14]1[C:13]2[NH:12][C:11](=[O:25])[C@@H:10]3[CH2:9][NH:8][CH2:20][C@H:19]3[C:18]=2[CH:17]=[CH:16][CH:15]=1 |f:6.7|. Procedure: To a solution of (±)-trans-2-benzyl-6-(trifluoromethyl)-1,2,3,3a-tetrahydro-5H-pyrrolo[3,4-c]quinolin-4(9bH)-one from Example 5, Part B (30 mg, 0.087 mmol) in 10 mL of methanol was added HCl (0.25 mL of a 2M solution in ether, 0.5 mmol) and 10% Pd/C catalyst (10 mg). The resulting mixture was shaken in a Parr apparatus under 65 psi of hydrogen for 3 h. The reaction was filtered through a pad of Celite and concentrated in vacuo. The resulting solid was triturated several times with ether and drie... The reagents and catalysts are [Pd] (Pd/C). Starting materials: CCOC(=O)C(OCC)[P+](c1ccccc1)(c1ccccc1)c1ccccc1, O=Cc1ccc(OCc2ccccc2)cc1, CN=C(NC)N(C)C, ClC(Cl)Cl, [Cl-]. Product: CCOC(=O)C(=Cc1ccc(OCc2ccccc2)cc1)OCC. RXN SMILES: [CH2:26]([CH3:27])[O:28][CH:29]([C:30](=[O:31])[O:32][CH2:33][CH3:34])[P+:35]([c:36]1[cH:37][cH:38][cH:39][cH:40][cH:41]1)([c:42]1[cH:43][cH:44][cH:45][cH:46][cH:47]1)[c:48]1[cH:49][cH:50][cH:51][cH:52][cH:53]1.[CH2:9]([c:10]1[cH:11][cH:12][cH:13][cH:14][cH:15]1)[O:16][c:17]1[cH:18][cH:19][c:20]([CH:21]=[O:22])[cH:23][cH:24]1.[CH3:1][NH:2][C:3](=[N:4][CH3:5])[N:6]([CH3:7])[CH3:8].[CH:54]([Cl:55])([Cl:56])[Cl:57].[Cl-:25]>>[CH2:9]([c:10]1[cH:11][cH:12][cH:13][cH:14][cH:15]1)[O:16][c:17]1[cH:18][cH:19][c:20]([CH:21]=[C:29]([O:28][CH2:26][CH3:27])[C:30](=[O:31])[O:32][CH2:33][CH3:34])[cH:23][cH:24]1. The reactants are O (Water), ClC1=NC=C(C(=N1)Cl)C(=O)OCC (ethyl 2,4-dichloropyrimidine-5-carboxylate), Cl.FC=1C=CC(=NC1)[C@H](C)N ((S)-1-(5-fluoropyridin-2-yl)ethanamine hydrochloride), C(C)(C)N(CC)C(C)C (diisopropylethylamine). Run in C(C)#N (acetonitrile). Product: ClC1=NC=C(C(=N1)N[C@@H](C)C1=NC=C(C=C1)F)C(=O)OCC ((S)-Ethyl 2-chloro-4-(1-(5-fluoropyridin-2-yl)ethylamino)pyrimidine-5-carboxylate). Isolated yield 115.2%. As a reaction SMILES: [Cl:1][C:2]1[N:7]=[C:6](Cl)[C:5]([C:9]([O:11][CH2:12][CH3:13])=[O:10])=[CH:4][N:3]=1.Cl.[F:15][C:16]1[CH:17]=[CH:18][C:19]([C@@H:22]([NH2:24])[CH3:23])=[N:20][CH:21]=1.C(N(C(C)C)CC)(C)C.O>C(#N)C>[Cl:1][C:2]1[N:7]=[C:6]([NH:24][C@H:22]([C:19]2[CH:18]=[CH:17][C:16]([F:15])=[CH:21][N:20]=2)[CH3:23])[C:5]([C:9]([O:11][CH2:12][CH3:13])=[O:10])=[CH:4][N:3]=1 |f:1.2|. Procedure details: A solution of ethyl 2,4-dichloropyrimidine-5-carboxylate (prepared as described in WO2009/131687, 0.29 g, 1.31 mmol), (S)-1-(5-fluoropyridin-2-yl)ethanamine hydrochloride (prepared as described in WO2006/123113, 0.28 g, 1.59 mmol) and diisopropylethylamine (0.69 mL, 3.96 mmol) in acetonitrile (3 mL) was stirred overnight at ambient temperature. Water was then added and the reaction mixture was extracted with diethyl ether. The organic phase was washed with water and brine, dried (MgSO4), filtere... Starting materials: CN1C2=C(CCCC1=O)N=CC=C2 (5-Methyl-5,7,8,9-tetrahydro-pyrido[3,2-b]azepin-6-one), CC(C)C1=CC(=C(C(=C1)C(C)C)S(=O)(=O)N=[N+]=[N-])C(C)C (trisyl azide), C(C)(C)NC(C)C (diisopropylamine), [Li]CCCC (n-BuLi), C(C)(=O)O (acetic acid). Run in C1CCOC1 (THF), C1CCOC1 (THF). Conditions: temperature 0 celsius, time 17 hour. The product is N(=[N+]=[N-])C1CCC2=C(N(C1=O)C)C=CC=N2 (7-Azido-5-methyl-5,7,8,9-tetrahydro-pyrido[3,2-b]azepin-6-one). RXN SMILES: C(NC(C)C)(C)C.[Li]CCCC.[CH3:13][N:14]1[C:20](=[O:21])[CH2:19][CH2:18][CH2:17][C:16]2[N:22]=[CH:23][CH:24]=[CH:25][C:15]1=2.CC(C1C=C(C(C)C)C(S([N:41]=[N+:42]=[N-:43])(=O)=O)=C(C(C)C)C=1)C.C(O)(=O)C>C1COCC1>[N:41]([CH:19]1[C:20](=[O:21])[N:14]([CH3:13])[C:15]2[CH:25]=[CH:24][CH:23]=[N:22][C:16]=2[CH2:17][CH2:18]1)=[N+:42]=[N-:43]. Procedure details: A solution of 2.5 eq of diisopropylamine in 50 mL of dry THF was cooled to −78° C. While stirring, 2.4 eq of n-BuLi (2.5 M in hexanes) was added dropwise. The reaction mixture was warmed to 0° C. After stirring for 30 min, the solution was cooled to −78° C. and 1.0 eq of 97 dissolved in 20 mL of dry THF was added. After stirring at −78° C. for 30 min, 1.5 eq of trisyl azide was added. The mixture was stirred, as it warmed to rt. After 17 hrs, 4.5 eq of 17 M glacial acetic acid was added and stir...